From a dataset of the Open Reaction Database (ORD), a public repository of structured organic reaction records. describe an organic reaction: reactants, conditions, products, and yield Reactants: ClC1=C(N=C(N(C1=O)C)N1CCC(CC1)NC(OC(C)(C)C)=O)C1=CC=C(C=C1)C#N (tert-butyl 1-(5-chloro-4-(4-cyanophenyl)-1-methyl-6-oxo-1,6-dihydropyrimidin-2-yl)piperidin-4-ylcarbamate), B(C=1C=CC(=CC1)C)(O)O (p-tolylboronic acid), C(=O)([O-])[O-].[K+].[K+] (K2CO3). The reagents and catalysts are CC(C)(C)P([C]1[CH][CH][CH][CH]1)C(C)(C)C.CC(C)(C)P([C]1[CH][CH][CH][CH]1)C(C)(C)C.Cl[Pd]Cl.[Fe] ([1,1′-bis(di-tert-butylphosphino)ferrocene]dichloropalladium(II)). Solvent: CN(C)C=O (DMF). Reaction conditions: temperature 85 celsius, time 2 hour. Product: C(#N)C1=CC=C(C=C1)C=1N=C(N(C(C1C1=CC=C(C=C1)C)=O)C)N1CCC(CC1)NC(OC(C)(C)C)=O (tert-butyl 1-(4-(4-cyanophenyl)-1-methyl-6-oxo-5-p-tolyl-1,6-dihydropyrimidin-2-yl)piperidin-4-ylcarbamate). Isolated yield 22.2%. RXN SMILES: Cl[C:2]1[C:7](=[O:8])[N:6]([CH3:9])[C:5]([N:10]2[CH2:15][CH2:14][CH:13]([NH:16][C:17](=[O:23])[O:18][C:19]([CH3:22])([CH3:21])[CH3:20])[CH2:12][CH2:11]2)=[N:4][C:3]=1[C:24]1[CH:29]=[CH:28][C:27]([C:30]#[N:31])=[CH:26][CH:25]=1.B(O)(O)[C:33]1[CH:34]=[CH:35][C:36]([CH3:39])=[CH:37][CH:38]=1.C([O-])([O-])=O.[K+].[K+]>CN(C=O)C.CC(P(C(C)(C)C)[C]1[CH][CH][CH][CH]1)(C)C.CC(P(C(C)(C)C)[C]1[CH][CH][CH][CH]1)(C)C.Cl[Pd]Cl.[Fe]>[C:30]([C:27]1[CH:28]=[CH:29][C:24]([C:3]2[N:4]=[C:5]([N:10]3[CH2:15][CH2:14][CH:13]([NH:16][C:17](=[O:23])[O:18][C:19]([CH3:21])([CH3:20])[CH3:22])[CH2:12][CH2:11]3)[N:6]([CH3:9])[C:7](=[O:8])[C:2]=2[C:33]2[CH:38]=[CH:37][C:36]([CH3:39])=[CH:35][CH:34]=2)=[CH:25][CH:26]=1)#[N:31] |f:2.3.4,6.7.8.9,^1:59,60,61,62,63,73,74,75,76,77|. Reported procedure: A mixture of tert-butyl 1-(5-chloro-4-(4-cyanophenyl)-1-methyl-6-oxo-1,6-dihydropyrimidin-2-yl)piperidin-4-ylcarbamate (200 mg, 0.45 mmol), p-tolylboronic acid (123 mg, 0.90 mmol), [1,1′-bis(di-tert-butylphosphino)ferrocene]dichloropalladium(II) (28 mg, 0.045 mol) and K2CO3 (124 mg, 0.90 mmol) in DMF (10 mL) was flushed with nitrogen and stirred at 85° C. for 2 h. Water was added, and the mixture was extracted with EA (3×). The organics were combined, washed with water, washed with brine, dried ...